Task: describe an organic reaction: reactants, conditions, products, and yield. Dataset: the Open Reaction Database (ORD), a public repository of structured organic reaction records Reactants: C(C)(=O)OC(C)=O (acetic anhydride), acetone-dicarboxylic acid, C(C)(=O)O (acetic acid). Product: CC(=O)C1C(=O)OC1=O (acetonedicarboxylic acid anhydride). Isolated yield 86.0%. RXN SMILES: [C:1]([O:4][C:5](=[O:7])[CH3:6])(=[O:3])C.[C:8](O)(=[O:10])[CH3:9]>>[CH3:9][C:8]([CH:6]1[C:1](=[O:3])[O:4][C:5]1=[O:7])=[O:10]. Reported procedure: To a solution of 60 ml of acetic acid and 43 ml of acetic anhydride at 0° C., was added slowly 40 g (0.27 mol) of acetone-dicarboxylic acid. The mixture was stirred and the temperature was not allowed to rise above 10° C. The acid was dissolved slowly and a pale yellow precipitate formed. After 3 h the product was filtered, washed with 30 ml of glacial acetic acid and 100 ml of benzene. The white powder obtained was dried at high vacuum to afford 30 g of acetonedicarboxylic acid anhydride (yield... RXN SMILES: [C:14](=[O:15])([O-:16])[O-:17].[CH3:20][O:21][c:22]1[cH:23][cH:24][c:25]([CH2:26][Cl:27])[cH:28][cH:29]1.[Cs+:18].[Cs+:19].[F:1][c:2]1[cH:3][c:4]2[cH:5][cH:6][nH:7][c:8](=[O:13])[c:9]2[cH:10][c:11]1[CH3:12].[O:31]=[CH:32][N:33]([CH3:34])[CH3:35].[OH2:30]>>[F:1][c:2]1[cH:3][c:4]2[cH:5][cH:6][n:7]([CH2:26][c:25]3[cH:24][cH:23][c:22]([O:21][CH3:20])[cH:29][cH:28]3)[c:8](=[O:13])[c:9]2[cH:10][c:11]1[CH3:12]. Product: COc1ccc(Cn2ccc3cc(F)c(C)cc3c2=O)cc1. Starting materials: O=C([O-])[O-], COc1ccc(CCl)cc1, [Cs+], [Cs+], Cc1cc2c(=O)[nH]ccc2cc1F, CN(C)C=O, O. The reactants are N([C@@H](CC1=CNC=N1)C(=O)O)C(=O)OCC1=CC=CC=C1 (Z-His-OH), C(C)N(C(C)C)C(C)C (ethyldiisopropylamine), C1CCC(CC1)N=C=NC2CCCCC2 (DCCI), N[C@@H](CC1=CNC=N1)C(=O)N[C@@H](CC(C)C)C(=O)N[C@@H](C(C)C)C(=O)N[C@@H]([C@@H](C)CC)C(=O)N[C@@H](CC1=CNC=N1)C(=O)N.Cl.Cl (H-His-Leu-Val-Ile-His-NH2.2HCl), C=1C=CC2=C(C1)N=NN2O (HOBt). Run in C(Cl)Cl.CO.O (methylene chloride methanol water). Product: N([C@@H](CC1=CNC=N1)C(=O)N[C@@H](CC1=CNC=N1)C(=O)N[C@@H](CC(C)C)C(=O)N[C@@H](C(C)C)C(=O)N[C@@H]([C@@H](C)CC)C(=O)N[C@@H](CC1=CNC=N1)C(=O)N)C(=O)OCC1=CC=CC=C1 (Z-His-His-Leu-Val-Ile-His-NH2). RXN SMILES: [NH:1]([C:12]([O:14][CH2:15][C:16]1[CH:21]=[CH:20][CH:19]=[CH:18][CH:17]=1)=[O:13])[C@H:2]([C:9]([OH:11])=O)[CH2:3][C:4]1[N:8]=[CH:7][NH:6][CH:5]=1.[NH2:22][C@H:23]([C:30]([NH:32][C@H:33]([C:38]([NH:40][C@H:41]([C:45]([NH:47][C@H:48]([C:53]([NH:55][C@H:56]([C:63]([NH2:65])=[O:64])[CH2:57][C:58]1[N:62]=[CH:61][NH:60][CH:59]=1)=[O:54])[C@H:49]([CH2:51][CH3:52])[CH3:50])=[O:46])[CH:42]([CH3:44])[CH3:43])=[O:39])[CH2:34][CH:35]([CH3:37])[CH3:36])=[O:31])[CH2:24][C:25]1[N:29]=[CH:28][NH:27][CH:26]=1.Cl.Cl.C1C=CC2N(O)N=NC=2C=1.C(N(C(C)C)C(C)C)C.C1CCC(N=C=NC2CCCCC2)CC1>C(Cl)Cl.CO.O>[NH:1]([C:12]([O:14][CH2:15][C:16]1[CH:21]=[CH:20][CH:19]=[CH:18][CH:17]=1)=[O:13])[C@H:2]([C:9]([NH:22][C@H:23]([C:30]([NH:32][C@H:33]([C:38]([NH:40][C@H:41]([C:45]([NH:47][C@H:48]([C:53]([NH:55][C@H:56]([C:63]([NH2:65])=[O:64])[CH2:57][C:58]1[N:62]=[CH:61][NH:60][CH:59]=1)=[O:54])[C@H:49]([CH2:51][CH3:52])[CH3:50])=[O:46])[CH:42]([CH3:43])[CH3:44])=[O:39])[CH2:34][CH:35]([CH3:37])[CH3:36])=[O:31])[CH2:24][C:25]1[N:29]=[CH:28][NH:27][CH:26]=1)=[O:11])[CH2:3][C:4]1[N:8]=[CH:7][NH:6][CH:5]=1 |f:1.2.3,7.8.9|. Procedure: In a manner analogous to that described in Example 1, using as starting materials 23 mg of Z-His-OH, 50 mg of H-His-Leu-Val-Ile-His-NH2.2HCl, 11 mg of HOBt, 24,6 μl of ethyldiisopropylamine and 21 mg of DCCI, the title compound is obtained in the form of a grey resin after flash chromatography (32 g of silica gel 60, 40-63 μm, eluant system methylene chloride/methanol/water/glacial acetic acid 280:160:40:2). Rf (B13)=0.40. Starting materials: COc1cc2nccc(Oc3ccc(N)c(C)c3)c2cc1OC, CCN(C(C)C)C(C)C, ClC(Cl)Cl, O=C(OC(Cl)(Cl)Cl)OC(Cl)(Cl)Cl, CCc1nnc(N)s1, O. Product: CCc1nnc(NC(=O)Nc2ccc(Oc3ccnc4cc(OC)c(OC)cc34)cc2C)s1. RXN SMILES: [CH3:1][O:2][c:3]1[cH:4][c:5]2[c:6]([O:15][c:16]3[cH:17][c:18]([CH3:23])[c:19]([NH2:20])[cH:21][cH:22]3)[cH:7][cH:8][n:9][c:10]2[cH:11][c:12]1[O:13][CH3:14].[CH:24]([N:25]([CH:26]([CH3:27])[CH3:28])[CH2:29][CH3:30])([CH3:31])[CH3:32].[CH:53]([Cl:54])([Cl:55])[Cl:56].[Cl:33][C:34]([Cl:35])([O:36][C:37]([O:38][C:39]([Cl:40])([Cl:41])[Cl:42])=[O:43])[Cl:44].[NH2:45][c:46]1[s:47][c:48]([CH2:51][CH3:52])[n:49][n:50]1.[OH2:57]>>[CH3:1][O:2][c:3]1[cH:4][c:5]2[c:6]([O:15][c:16]3[cH:17][c:18]([CH3:23])[c:19]([NH:20][C:37](=[O:43])[NH:45][c:46]4[s:47][c:48]([CH2:51][CH3:52])[n:49][n:50]4)[cH:21][cH:22]3)[cH:7][cH:8][n:9][c:10]2[cH:11][c:12]1[O:13][CH3:14].